From a dataset of the Open Reaction Database (ORD), a public repository of structured organic reaction records. describe an organic reaction: reactants, conditions, products, and yield Reported procedure: To a solution of 84 mg of tert-butyl 2,2,4-trimethyl-4-(5-methyl-1,3,4-oxadiazol-2-yl)-1,3-oxazolidine-3-carboxylate in 1.5 ml of dichloromethane was added 500 μl of trifluoroacetic acid, followed by stirring at room temperature for 2 hours. The reaction mixture was concentrated under reduced pressure, methanol was added thereto, and the solvent was evaporated again to obtain 76 mg of 2-amino-2-(5-methyl-1,3,4-oxadiazol-2-yl)propan-1-ol trifluoroacetate. Run at time 2 hour. Reaction SMILES: CC1(C)[N:6](C(OC(C)(C)C)=O)[C:5]([CH3:20])([C:14]2[O:15][C:16]([CH3:19])=[N:17][N:18]=2)[CH2:4][O:3]1.[F:22][C:23]([F:28])([F:27])[C:24]([OH:26])=[O:25]>ClCCl>[F:22][C:23]([F:28])([F:27])[C:24]([OH:26])=[O:25].[NH2:6][C:5]([C:14]1[O:15][C:16]([CH3:19])=[N:17][N:18]=1)([CH3:20])[CH2:4][OH:3] |f:3.4|. Solvent: ClCCl (dichloromethane). Reactants: CC1(OCC(N1C(=O)OC(C)(C)C)(C=1OC(=NN1)C)C)C (tert-butyl 2,2,4-trimethyl-4-(5-methyl-1,3,4-oxadiazol-2-yl)-1,3-oxazolidine-3-carboxylate), FC(C(=O)O)(F)F (trifluoroacetic acid). Product: FC(C(=O)O)(F)F.NC(CO)(C)C=1OC(=NN1)C (2-amino-2-(5-methyl-1,3,4-oxadiazol-2-yl)propan-1-ol trifluoroacetate). Starting materials: C(C1=CC=CC=C1)(=O)NC1CCN(CC1)CCCOC1=C(C(=O)OC)C=CC=C1 (methyl 2-[3-(4-benzamidopiperidino)-propoxy]-benzoate), Cl.C(C1=CC=CC=C1)(=O)NC1CCN(CC1)CCCOC1=C(C(=O)O)C=CC=C1 (2-[3-(4-benzamidopiperidino)-propoxy]-benzoic acid hydrochloride), C(C)O (ethanol), [OH-].[Na+] (sodium hydroxide). The solvent is CC(=O)C (acetone). Yields the product C(C1=CC=CC=C1)(=O)NC1CCN(CC1)CCCOC1=C(C(=O)O)C=CC=C1 (2-[3-(4-Benzamidopiperidino)-propoxy]-benzoic acid). RXN SMILES: [C:1]([NH:9][CH:10]1[CH2:15][CH2:14][N:13]([CH2:16][CH2:17][CH2:18][O:19][C:20]2[CH:29]=[CH:28][CH:27]=[CH:26][C:21]=2[C:22]([O:24]C)=[O:23])[CH2:12][CH2:11]1)(=[O:8])[C:2]1[CH:7]=[CH:6][CH:5]=[CH:4][CH:3]=1.C(O)C.[OH-].[Na+].Cl.C(NC1CCN(CCCOC2C=CC=CC=2C(O)=O)CC1)(=O)C1C=CC=CC=1>CC(C)=O>[C:1]([NH:9][CH:10]1[CH2:11][CH2:12][N:13]([CH2:16][CH2:17][CH2:18][O:19][C:20]2[CH:29]=[CH:28][CH:27]=[CH:26][C:21]=2[C:22]([OH:24])=[O:23])[CH2:14][CH2:15]1)(=[O:8])[C:2]1[CH:3]=[CH:4][CH:5]=[CH:6][CH:7]=1 |f:2.3,4.5|. Reported procedure: A mixture of 23.6 g. (0.06 mol) methyl 2-[3-(4-benzamidopiperidino)-propoxy]-benzoate (see Example 2a), 200 ml. ethanol and 200 ml. 1 N aqueous sodium hydroxide solution is heated under reflux for 1 hour, then evaporated and the evaporation residue dissolved in water and acidified with dilute hydrochloric acid. This is followed by extraction with a mixture of 9 parts by volume of methylene chloride and 1 part by volume of ethanol. The extract is evaporated and the residue obtained is taken up in...